From a dataset of the Open Reaction Database (ORD), a public repository of structured organic reaction records. describe an organic reaction: reactants, conditions, products, and yield Reported procedure: Example 5 was repeated, except that 4 kg of 93% by weight pure benzisothiazolone and 90 g of 1,3-dimethylimidazolidinone in 5 l of chlorobenzene were phosgenated. To obtain the reaction product, 200 ml of high boiling paraffin oil were added prior to the vacuum distillation, and a Vigreux column of 20 cm in length was used. 3-Chlorobenzisothiazole of a purity of 99.4% by weight was obtained in a yield of 92.7% of theory. The yield is 92.7%. Starting materials: S1(N=CC2=C1C=CC=C2)=O (benzisothiazolone), ClC1=CC=CC=C1 (chlorobenzene), CN1C(N(CC1)C)=O (1,3-dimethylimidazolidinone), paraffin. RXN SMILES: [S:1]1(=O)[C:5]2[CH:6]=[CH:7][CH:8]=[CH:9][C:4]=2[CH:3]=[N:2]1.CN1CCN(C)C1=O.[Cl:19]C1C=CC=CC=1>>[Cl:19][C:3]1[C:4]2[CH:9]=[CH:8][CH:7]=[CH:6][C:5]=2[S:1][N:2]=1. Product: ClC1=NSC2=C1C=CC=C2 (3-Chlorobenzisothiazole). Reactants: CCCCCCCCCCCCCCCCCC(=O)OCC(CCOC(=O)C(NC(=O)OC(C)(C)C)C(C)C)Cn1cnc2c(=O)[nH]c(N)nc21, CCN(CC)c1ccccc1, CC#N, C[N+](C)(C)C, [Cl-], O=P(Cl)(Cl)Cl. Yields the product CCCCCCCCCCCCCCCCCC(=O)OCC(CCOC(=O)C(NC(=O)OC(C)(C)C)C(C)C)Cn1cnc2c(Cl)nc(N)nc21. As a reaction SMILES: [C:1]([CH2:2][CH2:3][CH2:4][CH2:5][CH2:6][CH2:7][CH2:8][CH2:9][CH2:10][CH2:11][CH2:12][CH2:13][CH2:14][CH2:15][CH2:16][CH2:17][CH3:18])(=[O:19])[O:20][CH2:21][CH:22]([CH2:23][n:24]1[c:25]2[n:26][c:27]([NH2:34])[nH:28][c:29](=[O:33])[c:30]2[n:31][cH:32]1)[CH2:35][CH2:36][O:37][C:38]([CH:39]([NH:40][C:41](=[O:42])[O:43][C:44]([CH3:45])([CH3:46])[CH3:47])[CH:48]([CH3:49])[CH3:50])=[O:51].[CH2:52]([N:53]([CH2:54][CH3:55])[c:56]1[cH:57][cH:58][cH:59][cH:60][cH:61]1)[CH3:62].[CH3:68][C:69]#[N:70].[CH3:72][N+:73]([CH3:74])([CH3:75])[CH3:76].[Cl-:71].[P:63]([Cl:64])([Cl:65])([Cl:66])=[O:67]>>[C:1]([CH2:2][CH2:3][CH2:4][CH2:5][CH2:6][CH2:7][CH2:8][CH2:9][CH2:10][CH2:11][CH2:12][CH2:13][CH2:14][CH2:15][CH2:16][CH2:17][CH3:18])(=[O:19])[O:20][CH2:21][CH:22]([CH2:23][n:24]1[c:25]2[n:26][c:27]([NH2:34])[n:28][c:29]([Cl:65])[c:30]2[n:31][cH:32]1)[CH2:35][CH2:36][O:37][C:38]([CH:39]([NH:40][C:41](=[O:42])[O:43][C:44]([CH3:45])([CH3:46])[CH3:47])[CH:48]([CH3:49])[CH3:50])=[O:51]. Starting materials: FC(C=1C=C(C(=O)N2CCC3(C(NC(N3C3=C(C=CC=C3)C)C)=O)CC2)C=C(C1)C(F)(F)F)(F)F ((rac)-8-(3,5-bis-trifluoromethyl-benzoyl)-2-methyl-1-o-tolyl-1,3,8-triaza-spiro[4.5]decan-4-one), C1(=CC=CC=C1)B(O)O (phenylboronic acid). Yields the product FC(C=1C=C(C(=O)N2CCC3(C(N(C(N3C3=C(C=CC=C3)C)C)C3=CC=CC=C3)=O)CC2)C=C(C1)C(F)(F)F)(F)F (Rac-8-(3,5-Bis-trifluoromethyl-benzoyl)-2-methyl-3-phenyl-1-o-tolyl-1,3,8-triaza-spiro[4.5]decan-4-one). As a reaction SMILES: [F:1][C:2]([F:35])([F:34])[C:3]1[CH:4]=[C:5]([CH:27]=[C:28]([C:30]([F:33])([F:32])[F:31])[CH:29]=1)[C:6]([N:8]1[CH2:26][CH2:25][C:11]2([N:15]([C:16]3[CH:21]=[CH:20][CH:19]=[CH:18][C:17]=3[CH3:22])[CH:14]([CH3:23])[NH:13][C:12]2=[O:24])[CH2:10][CH2:9]1)=[O:7].[C:36]1(B(O)O)[CH:41]=[CH:40][CH:39]=[CH:38][CH:37]=1>>[F:35][C:2]([F:1])([F:34])[C:3]1[CH:4]=[C:5]([CH:27]=[C:28]([C:30]([F:33])([F:32])[F:31])[CH:29]=1)[C:6]([N:8]1[CH2:9][CH2:10][C:11]2([N:15]([C:16]3[CH:21]=[CH:20][CH:19]=[CH:18][C:17]=3[CH3:22])[CH:14]([CH3:23])[N:13]([C:36]3[CH:41]=[CH:40][CH:39]=[CH:38][CH:37]=3)[C:12]2=[O:24])[CH2:25][CH2:26]1)=[O:7]. Procedure: The title compound, MS: m/e=576.0 (M+H+), was prepared in accordance with the general method of example 62 from (rac)-8-(3,5-bis-trifluoromethyl-benzoyl)-2-methyl-1-o-tolyl-1,3,8-triaza-spiro[4.5]decan-4-one and 4 phenylboronic acid. Starting materials: COC(=O)C=1C(=C2C=C(C(N(C2=C(N1)C1=CC=CC=C1)CC1=CC=CC=C1)=O)C1=CC=CC=C1)O (1-benzyl-5-hydroxy-2-oxo-3,8-diphenyl-1,2-dihydro-[1,7]naphthyridine-6-carboxylic acid methyl ester), NCCC(=O)O (β-alanine), C[O-].[Na+] (NaOMe). The product is C(C1=CC=CC=C1)N1C(C(=CC2=C(C(=NC(=C12)C1=CC=CC=C1)C(=O)NCCC(=O)O)O)C1=CC=CC=C1)=O (3-[(1-Benzyl-5-hydroxy-2-oxo-3,8-diphenyl-1,2-dihydro-[1,7]naphthyridine-6-carbonyl)-amino]-propionic acid). Yield: 92.4%. RXN SMILES: CO[C:3]([C:5]1[C:6]([OH:35])=[C:7]2[C:12](=[C:13]([C:15]3[CH:20]=[CH:19][CH:18]=[CH:17][CH:16]=3)[N:14]=1)[N:11]([CH2:21][C:22]1[CH:27]=[CH:26][CH:25]=[CH:24][CH:23]=1)[C:10](=[O:28])[C:9]([C:29]1[CH:34]=[CH:33][CH:32]=[CH:31][CH:30]=1)=[CH:8]2)=[O:4].[NH2:36][CH2:37][CH2:38][C:39]([OH:41])=[O:40].C[O-].[Na+]>>[CH2:21]([N:11]1[C:12]2[C:7](=[C:6]([OH:35])[C:5]([C:3]([NH:36][CH2:37][CH2:38][C:39]([OH:41])=[O:40])=[O:4])=[N:14][C:13]=2[C:15]2[CH:20]=[CH:19][CH:18]=[CH:17][CH:16]=2)[CH:8]=[C:9]([C:29]2[CH:30]=[CH:31][CH:32]=[CH:33][CH:34]=2)[C:10]1=[O:28])[C:22]1[CH:27]=[CH:26][CH:25]=[CH:24][CH:23]=1 |f:2.3|. Reported procedure: A mixture of 1-benzyl-5-hydroxy-2-oxo-3,8-diphenyl-1,2-dihydro-[1,7]naphthyridine-6-carboxylic acid methyl ester (23 mg, 0.050 mmol), β-alanine (444 mg, 5.0 mmol) and NaOMe solution (8 mL, 3.7 mmol, 0.5 M in MeOH) was refluxed for 16 h. After the mixture was cooled to r.t., the solvent was evaporated in vacuo. The residue was partitioned between EtOAc and water. 1 M HCl was added with vigorous stirring until pH about 2. The organic layer was dried over MgSO4 and concentrated. The crude product w...